This data is from the Open Reaction Database (ORD), a public repository of structured organic reaction records. The task is: describe an organic reaction: reactants, conditions, products, and yield Reactants: COC(C1=CC=CC=C1)=C1C(NC2=CC3=C(C=C12)OCO3)=O (3-(1-methoxy-1-phenyl-methylidene)-5,6-methylenedioxy-2-indolinone), N1(CCCCC1)CC1=CC=C(N)C=C1 (4-(piperidin-1-yl-methyl)-aniline). Yields the product N1(CCCCC1)CC1=CC=C(N\C(\C2=CC=CC=C2)=C\2/C(NC3=CC4=C(C=C23)OCO4)=O)C=C1 (3-(Z)-{1-[4-(piperidin-1-yl-methyl)-anilino]-1-phenyl-methylidene}-5,6-methylenedioxy-2-indolinone). Reaction SMILES: CO[C:3](=[C:10]1[C:18]2[C:13](=[CH:14][C:15]3[O:21][CH2:20][O:19][C:16]=3[CH:17]=2)[NH:12][C:11]1=[O:22])[C:4]1[CH:9]=[CH:8][CH:7]=[CH:6][CH:5]=1.[N:23]1([CH2:29][C:30]2[CH:36]=[CH:35][C:33]([NH2:34])=[CH:32][CH:31]=2)[CH2:28][CH2:27][CH2:26][CH2:25][CH2:24]1>>[N:23]1([CH2:29][C:30]2[CH:31]=[CH:32][C:33]([NH:34]/[C:3](=[C:10]3\[C:11](=[O:22])[NH:12][C:13]4[C:18]\3=[CH:17][C:16]3[O:19][CH2:20][O:21][C:15]=3[CH:14]=4)/[C:4]3[CH:9]=[CH:8][CH:7]=[CH:6][CH:5]=3)=[CH:35][CH:36]=2)[CH2:24][CH2:25][CH2:26][CH2:27][CH2:28]1. Procedure details: Prepared from 3-(1-methoxy-1-phenyl-methylidene)-5,6-methylenedioxy-2-indolinone and 4-(piperidin-1-yl-methyl)-aniline Starting materials: C(C)(C)(C)OC(=O)N1C2CC(CC1CC2)(C2=NC=CN=C2C)O (3-Hydroxy-3-(3-methyl-pyrazin-2-yl)-8-aza-bicyclo[3.2.1]octane-8-carboxylic acid tert-butyl ester). Run in Cl (hydrogen chloride), O1CCOCC1 (dioxane). Conditions: time 1 hour. Yields the product CC=1C(=NC=CN1)C1(CC2CCC(C1)N2)O (3-(3-Methyl-pyrazin-2-yl)-8-aza-bicyclo[3.2.1]octan-3-ol). Reaction SMILES: C(OC([N:8]1[CH:13]2[CH2:14][CH2:15][CH:9]1[CH2:10][C:11]([OH:23])([C:16]1[C:21]([CH3:22])=[N:20][CH:19]=[CH:18][N:17]=1)[CH2:12]2)=O)(C)(C)C>Cl.O1CCOCC1>[CH3:22][C:21]1[C:16]([C:11]2([OH:23])[CH2:10][CH:9]3[NH:8][CH:13]([CH2:14][CH2:15]3)[CH2:12]2)=[N:17][CH:18]=[CH:19][N:20]=1. Procedure: 3-Hydroxy-3-(3-methyl-pyrazin-2-yl)-8-aza-bicyclo[3.2.1]octane-8-carboxylic acid tert-butyl ester (0.1 g, 0.41 mmol) was dissolved in a solution of hydrogen chloride in dioxane (4 N, 1.5 mL). The mixture was stirred for 1 hour and the solvent removed by evaporation under vacuum to afford the title compound. LCMS m/z 220.1 [M+H]+. R.T.=0.34 min (Analytical Method 3). Reaction SMILES: [Br-:31].[Br:1][c:2]1[cH:3][cH:4][c:5]([NH:18][C:19]([c:20]2[cH:21][cH:22][cH:23][cH:24][cH:25]2)=[O:26])[c:6]2[c:15]1[C:14](=[O:16])[c:13]1[c:8]([cH:9][cH:10][cH:11][cH:12]1)[C:7]2=[O:17].[CH2:32]([N+:33]([CH2:34][CH2:35][CH2:36][CH3:37])([CH2:38][CH2:39][CH2:40][CH3:41])[CH2:42][CH2:43][CH2:44][CH3:45])[CH2:46][CH2:47][CH3:48].[CH3:29][I:30].[Cl:49][c:50]1[cH:51][cH:52][cH:53][cH:54][cH:55]1.[K+:28].[OH-:27]>>[Br:1][c:2]1[cH:3][cH:4][c:5]([N:18]([C:19]([c:20]2[cH:21][cH:22][cH:23][cH:24][cH:25]2)=[O:26])[CH3:29])[c:6]2[c:15]1[C:14](=[O:16])[c:13]1[c:8]([cH:9][cH:10][cH:11][cH:12]1)[C:7]2=[O:17]. The reactants are [Br-], O=C(Nc1ccc(Br)c2c1C(=O)c1ccccc1C2=O)c1ccccc1, CCCC[N+](CCCC)(CCCC)CCCC, CI, Clc1ccccc1, [K+], [OH-]. Product: CN(C(=O)c1ccccc1)c1ccc(Br)c2c1C(=O)c1ccccc1C2=O. Starting materials: N[C@@H]([C@@H](C)CC)C(=O)O (L-isoleucine), S(=O)(Cl)Cl (thionyl chloride), CCO (EtOH). Product: Cl.C(C)OC([C@@H](N)[C@@H](C)CC)=O (L-isoleucine ethyl ester hydrochloride salt), oil. Yield: 130.3%. As a reaction SMILES: [NH2:1][C@H:2]([C:7]([OH:9])=[O:8])[C@H:3]([CH2:5][CH3:6])[CH3:4].S(Cl)([Cl:12])=O.[CH3:14][CH2:15]O>>[ClH:12].[CH2:14]([O:8][C:7](=[O:9])[C@H:2]([C@H:3]([CH2:5][CH3:6])[CH3:4])[NH2:1])[CH3:15] |f:3.4|. Reported procedure: L-isoleucine ethyl ester hydrochloride salt was prepared by the procedure in Example 1(B) utilizing L-isoleucine (5.0 g, 38.1 mmol), thionyl chloride (8.3 mL, 11.44 mmol) and EtOH (33.54 mL, 57.15 mmol). The ethyl ester 14t was obtained as a colorless oil (2.5 g, 14.91 mmol, 39%). Procedure details: The title compound was prepared according to the procedure for preparing 2-bromoacetyl-4-(tert-butyldimethylsilyloxymethyl)pyridine described in Example 95 from 2-acetyl-4-[1-(tert-butyldimethylsilyloxy)ethyl]pyridine. The product is BrCC(=O)C1=NC=CC(=C1)C(C)O[Si](C)(C)C(C)(C)C (2-Bromoacety-4-[1-(tert-butyldimethylsilyloxy)ethyl]pyridine). Reaction SMILES: [Br:1][CH2:2][C:3]([C:5]1[CH:10]=[C:9]([CH2:11][O:12][Si:13]([C:16]([CH3:19])([CH3:18])[CH3:17])([CH3:15])[CH3:14])[CH:8]=[CH:7][N:6]=1)=[O:4].[C:20](C1C=C(C(O[Si](C(C)(C)C)(C)C)C)C=CN=1)(=O)C>>[Br:1][CH2:2][C:3]([C:5]1[CH:10]=[C:9]([CH:11]([O:12][Si:13]([C:16]([CH3:19])([CH3:18])[CH3:17])([CH3:14])[CH3:15])[CH3:20])[CH:8]=[CH:7][N:6]=1)=[O:4]. Starting materials: BrCC(=O)C1=NC=CC(=C1)CO[Si](C)(C)C(C)(C)C (2-bromoacetyl-4-(tert-butyldimethylsilyloxymethyl)pyridine), C(C)(=O)C1=NC=CC(=C1)C(C)O[Si](C)(C)C(C)(C)C (2-acetyl-4-[1-(tert-butyldimethylsilyloxy)ethyl]pyridine). Starting materials: CN1C(CCC1)=O (1-methyl-2-pyrrolidinone), BrC1=CN=C2C=CC(N(C2=C1)CC1OCCO1)=O (7-bromo-1-(1,3-dioxolan-2-ylmethyl)-1,5-naphthyridin-2(1H)-one), [Cu](C#N)C#N (copper cyanide). Solvent: C(C)(=O)OCC (ethyl acetate). Product: C(#N)C1=CN=C2C=CC(N(C2=C1)CC1OCCO1)=O (7-cyano-1-(1,3-dioxolan-2-ylmethyl)-1,5-naphthyridin-2(1H)-one). As a reaction SMILES: [CH3:1][N:2]1CCCC1=O.Br[C:9]1[CH:18]=[C:17]2[C:12]([CH:13]=[CH:14][C:15](=[O:25])[N:16]2[CH2:19][CH:20]2[O:24][CH2:23][CH2:22][O:21]2)=[N:11][CH:10]=1.[Cu](C#N)C#N>C(OCC)(=O)C>[C:1]([C:9]1[CH:18]=[C:17]2[C:12]([CH:13]=[CH:14][C:15](=[O:25])[N:16]2[CH2:19][CH:20]2[O:24][CH2:23][CH2:22][O:21]2)=[N:11][CH:10]=1)#[N:2]. Procedure details: To 10 mL of 1-methyl-2-pyrrolidinone, 358 mg of 7-bromo-1-(1,3-dioxolan-2-ylmethyl)-1,5-naphthyridin-2(1H)-one and 183 mg of copper cyanide were suspended, and the suspension was heated under reflux for 70 minutes. The reaction mixture was cooled to room temperature, ethyl acetate was then added thereto, the mixture was washed sequentially with water and a saturated saline water and dried over anhydrous magnesium sulfate, and the solvent was distilled off under reduced pressure. The resultant re... Reactants: N(=[N+]=[N-])CC(=O)OCC12CC3C(CCC3C3(C2(C(=CC1C3)C(C)C)C(=O)[O-])C=O)C (8a-[(azidoacetyloxy)methyl]-4-formyl-4,4a,5,6,7,7a,8,8a-octahydro-7-methyl-3-(1-methylethyl)-1,4-methano-s-indacene-3a(1H)-carboxylate), [H][H] (hydrogen). The reagents and catalysts are [OH-].[OH-].[Pd+2] (palladium hydroxide on carbon). Solvent: CO (methanol). Yields the product NCC(=O)OCC12CC3C(CCC3C3(C2(C(=CC1C3)C(C)C)C(=O)O)C=O)C (8a-[(aminoacetyloxy)methyl]-4-formyl-4,4a,5,6,7,7a,8,8a-octahydro-7-methyl-3-(1-methylethyl)-1,4-methano-s-indacene-3a(1H)-carboxylic acid). RXN SMILES: [N:1]([CH2:4][C:5]([O:7][CH2:8][C:9]12[CH:20]3[CH2:21][C:16]([CH:28]=[O:29])([C:17]1([C:25]([O-:27])=[O:26])[C:18]([CH:22]([CH3:24])[CH3:23])=[CH:19]3)[CH:15]1[CH:11]([CH:12]([CH3:30])[CH2:13][CH2:14]1)[CH2:10]2)=[O:6])=[N+]=[N-].[H][H]>CO.[OH-].[OH-].[Pd+2]>[NH2:1][CH2:4][C:5]([O:7][CH2:8][C:9]12[CH:20]3[CH2:21][C:16]([CH:28]=[O:29])([C:17]1([C:25]([OH:27])=[O:26])[C:18]([CH:22]([CH3:24])[CH3:23])=[CH:19]3)[CH:15]1[CH:11]([CH:12]([CH3:30])[CH2:13][CH2:14]1)[CH2:10]2)=[O:6] |f:3.4.5|. Reported procedure: The azide obtained above was dissolved in methanol and palladium hydroxide on carbon was added. The reaction was stirred under one atmosphere of hydrogen for a time sufficient to remove the benzyl ester group and reduce the azide. Concentration under reduced pressure gave the title compound. 1H NMR (CD3OD): δ0.77 (3H, d, J=6.4), 0.93 (3H, d, J=6.7), 0.94 (3H, d, J=6.6), 1.50-2.30 (11H, m), 2.36 (1H, m), 2.51 (1H, m), 3.60-4.60 (4H, m), 5.90 (1H, s), 9.81 (1H, s). The reactants are ClCCl, CO, CO, COC(=O)c1ncn2c1CN=C(c1ccccc1Cl)c1cc(Cl)ccc1-2, N. Yields the product NC(=O)c1ncn2c1CN=C(c1ccccc1Cl)c1cc(Cl)ccc1-2. Reaction SMILES: [CH2:30]([Cl:31])[Cl:32].[CH3:27][OH:28].[CH3:33][OH:34].[Cl:1][c:2]1[cH:3][cH:4][c:5]2[c:6]([cH:26]1)[C:7]([c:19]1[c:20]([Cl:25])[cH:21][cH:22][cH:23][cH:24]1)=[N:8][CH2:9][c:10]1[n:11]-2[cH:12][n:13][c:14]1[C:15]([O:17][CH3:16])=[O:18].[NH3:29]>>[Cl:1][c:2]1[cH:3][cH:4][c:5]2[c:6]([cH:26]1)[C:7]([c:19]1[c:20]([Cl:25])[cH:21][cH:22][cH:23][cH:24]1)=[N:8][CH2:9][c:10]1[n:11]-2[cH:12][n:13][c:14]1[C:15](=[O:17])[NH2:29]. The reactants are C1CCOC1, CCOC(C)=O, F, CC(C)(C)[Si](C)(C)OC1CC(n2ccc3c(NCc4ccccc4)nccc32)OC1COS(N)(=O)=O, c1ccncc1, c1ccncc1. Product: NS(=O)(=O)OCC1OC(n2ccc3c(NCc4ccccc4)nccc32)CC1O. As a reaction SMILES: [CH2:38]1[O:39][CH2:40][CH2:41][CH2:42]1.[CH3:55][CH2:56][O:57][C:58]([CH3:59])=[O:60].[FH:37].[S:1]([NH2:2])([O:3][CH2:4][CH:5]1[O:6][CH:7]([n:18]2[cH:19][cH:20][c:21]3[c:22]([NH:27][CH2:28][c:29]4[cH:30][cH:31][cH:32][cH:33][cH:34]4)[n:23][cH:24][cH:25][c:26]23)[CH2:8][CH:9]1[O:10][Si:11]([C:12]([CH3:13])([CH3:14])[CH3:15])([CH3:16])[CH3:17])(=[O:35])=[O:36].[cH:43]1[cH:44][cH:45][n:46][cH:47][cH:48]1.[cH:49]1[cH:50][cH:51][n:52][cH:53][cH:54]1>>[S:1]([NH2:2])([O:3][CH2:4][CH:5]1[O:6][CH:7]([n:18]2[cH:19][cH:20][c:21]3[c:22]([NH:27][CH2:28][c:29]4[cH:30][cH:31][cH:32][cH:33][cH:34]4)[n:23][cH:24][cH:25][c:26]23)[CH2:8][CH:9]1[OH:10])(=[O:35])=[O:36]. The reactants are CCOP(=O)(OCC)C1C(=O)NC(=O)N1C, CCO, CNC(C(=O)NC(C(=O)N(C)C(C=O)C(C)C)C(C)(C)C)C(C)(C)c1ccccc1, [Li+], [OH-], O, O. Yields the product CNC(C(=O)NC(C(=O)N(C)C(C=C1C(=O)NC(=O)N1C)C(C)C)C(C)(C)C)C(C)(C)c1ccccc1. Reaction SMILES: [CH2:1]([O:2][P:3](=[O:4])([O:5][CH2:6][CH3:7])[CH:9]1[N:10]([CH3:16])[C:11](=[O:15])[NH:12][C:13]1=[O:14])[CH3:8].[CH3:50][CH2:51][OH:52].[CH:20](=[O:21])[CH:22]([CH:23]([CH3:24])[CH3:25])[N:26]([C:27](=[O:28])[CH:29]([C:30]([CH3:31])([CH3:32])[CH3:33])[NH:34][C:35]([CH:36]([C:37]([CH3:38])([c:39]1[cH:40][cH:41][cH:42][cH:43][cH:44]1)[CH3:45])[NH:46][CH3:47])=[O:48])[CH3:49].[Li+:19].[OH-:18].[OH2:17].[OH2:53]>>[C:9]1(=[CH:20][CH:22]([CH:23]([CH3:24])[CH3:25])[N:26]([C:27](=[O:28])[CH:29]([C:30]([CH3:31])([CH3:32])[CH3:33])[NH:34][C:35]([CH:36]([C:37]([CH3:38])([c:39]2[cH:40][cH:41][cH:42][cH:43][cH:44]2)[CH3:45])[NH:46][CH3:47])=[O:48])[CH3:49])[N:10]([CH3:16])[C:11](=[O:15])[NH:12][C:13]1=[O:14].